Dataset: the Open Reaction Database (ORD), a public repository of structured organic reaction records. Task: describe an organic reaction: reactants, conditions, products, and yield Starting materials: C(C)(C)[N-]C(C)C.[Li+] (lithium diisopropylamide), [NH4+].[Cl-] (NH4Cl), C(C(C)C)(=O)OCC (ethyl isobutyrate), COC1=C(C(=C2C(OCC2=C1C)=O)OCOCCOC)C/C=C(/CBr)\C ((E)-4-(1,3-dihydro-6-methoxy-4-methoxyethoxymethoxy-7-methyl -3-oxoisobenzofuran-5-yl)-2-methylbut-2-enyl bromide). Run in C(Cl)Cl.CCOC(=O)C (CH2Cl2 EtOAc), C1CCOC1 (THF), CN(C)P(=O)(N(C)C)N(C)C (HMPA). Conditions: temperature -78 celsius, time 40 minute. Yields the product COCCOCOC1=C2C(OCC2=C(C(=C1C/C=C(/CC(C(=O)OCC)(C)C)\C)OC)C)=O (ethyl (E)-6-(4-methoxyethoxymethoxy-1,3-dihydro-6-methoxy-7-methyl-3-oxoisobenzofuran -5-yl)-2,2,4-trimethyl-4-hexenoate). Yield: 74.0%. As a reaction SMILES: C([N-]C(C)C)(C)C.[Li+].[C:9]([O:14][CH2:15][CH3:16])(=[O:13])[CH:10]([CH3:12])[CH3:11].[CH3:17][O:18][C:19]1[C:27]([CH3:28])=[C:26]2[C:22]([C:23](=[O:29])[O:24][CH2:25]2)=[C:21]([O:30][CH2:31][O:32][CH2:33][CH2:34][O:35][CH3:36])[C:20]=1[CH2:37]/[CH:38]=[C:39](\[CH3:42])/[CH2:40]Br.[NH4+].[Cl-]>C1COCC1.CN(P(N(C)C)(N(C)C)=O)C.C(Cl)Cl.CCOC(C)=O>[CH3:36][O:35][CH2:34][CH2:33][O:32][CH2:31][O:30][C:21]1[C:20]([CH2:37]/[CH:38]=[C:39](\[CH3:42])/[CH2:40][C:10]([CH3:12])([CH3:11])[C:9]([O:14][CH2:15][CH3:16])=[O:13])=[C:19]([O:18][CH3:17])[C:27]([CH3:28])=[C:26]2[C:22]=1[C:23](=[O:29])[O:24][CH2:25]2 |f:0.1,4.5,8.9|. Reported procedure: A freshly prepared solution of lithium diisopropylamide (2.8 mmol/10 ml THF) was cooled to -78° C. and ethyl isobutyrate (0.75 ml) was added slowly. The solution was stirred at -78° C. for 40 minutes and then a solution of (E)-4-(1,3-dihydro-6-methoxy-4-methoxyethoxymethoxy-7-methyl -3-oxoisobenzofuran-5-yl)-2-methylbut-2-enyl bromide (0.6 g) in THF (2 ml) and HMPA (1.5 ml) was added via syringe at such rate that the temperature was maintained below -60° C. After stirring for 30 minutes at -78° ... Reactants: BrC1C(CCN(CC1)C(=O)C1CC1)=O (5-Bromo-1-cyclopropanecarbonyl-azepan-4-one), NC(=S)N (thiourea). Solvent: C(C)(C)O (isopropanol). The product is NC=1SC=2CCN(CCC2N1)C(=O)C1CC1 ((2-Amino-4,5,7,8-tetrahydro-thiazolo[5,4-d]azepin-6-yl)-cyclopropyl-methanone). Yield: 11.4%. Reaction SMILES: Br[CH:2]1[CH2:8][CH2:7][N:6]([C:9]([CH:11]2[CH2:13][CH2:12]2)=[O:10])[CH2:5][CH2:4][C:3]1=O.[NH2:15][C:16]([NH2:18])=[S:17]>C(O)(C)C>[NH2:18][C:16]1[S:17][C:3]2[CH2:4][CH2:5][N:6]([C:9]([CH:11]3[CH2:13][CH2:12]3)=[O:10])[CH2:7][CH2:8][C:2]=2[N:15]=1. Procedure: A suspension of 5-Bromo-1-cyclopropanecarbonyl-azepan-4-one (3.87 grams, 14.8 mmol, obtained in above step) and thiourea (1.13 grams, 14.8 mmol) in isopropanol (40 mL) was refluxed for 6 hours. After completion of reaction, reaction mass was concentrated and the residue obtained was purified by flash chromatography (methanol/chloroform, 3/97) to obtain the title compound (0.4 grams).